From a dataset of the Open Reaction Database (ORD), a public repository of structured organic reaction records. describe an organic reaction: reactants, conditions, products, and yield Reactants: CCOC(=O)OCC, CCO, CC(=O)c1ccccc1Cl, [H-], [Na+], C1CCOC1, O. Product: CCOC(=O)CC(=O)c1ccccc1Cl. RXN SMILES: [C:3]([O:4][CH2:5][CH3:6])([O:7][CH2:8][CH3:9])=[O:10].[CH3:21][CH2:22][OH:23].[Cl:11][c:12]1[c:13]([C:18]([CH3:19])=[O:20])[cH:14][cH:15][cH:16][cH:17]1.[H-:1].[Na+:2].[O:24]1[CH2:25][CH2:26][CH2:27][CH2:28]1.[OH2:29]>>[C:3]([O:7][CH2:8][CH3:9])(=[O:10])[CH2:19][C:18]([c:13]1[c:12]([Cl:11])[cH:17][cH:16][cH:15][cH:14]1)=[O:20]. Starting materials: BrCCCc1ccccc1, N#Cc1ccc(O)cc1, CC(C)(C)[O-], CN(C)C=O, [K+], O. Product: N#Cc1ccc(OCCCc2ccccc2)cc1. Reaction SMILES: [Br:16][CH2:17][CH2:18][CH2:19][c:20]1[cH:21][cH:22][cH:23][cH:24][cH:25]1.[C:1](#[N:2])[c:3]1[cH:4][cH:5][c:6]([OH:9])[cH:7][cH:8]1.[CH3:10][C:11]([CH3:12])([O-:13])[CH3:14].[CH3:27][N:28]([CH3:29])[CH:30]=[O:31].[K+:15].[OH2:26]>>[C:1](#[N:2])[c:3]1[cH:4][cH:5][c:6]([O:9][CH2:17][CH2:18][CH2:19][c:20]2[cH:21][cH:22][cH:23][cH:24][cH:25]2)[cH:7][cH:8]1. Reactants: CC[N+](CC)(CC)CC, Cc1cc(-c2ccc(OC(F)(F)F)cc2)sc1CO[Si](C(C)C)(C(C)C)C(C)C, [F-], C1CCOC1. Yields the product Cc1cc(-c2ccc(OC(F)(F)F)cc2)sc1CO. As a reaction SMILES: [CH2:31]([N+:32]([CH2:33][CH3:34])([CH2:35][CH3:36])[CH2:37][CH3:38])[CH3:39].[CH:1]([Si:2]([CH:3]([CH3:4])[CH3:24])([O:5][CH2:6][c:7]1[s:8][c:9](-[c:13]2[cH:14][cH:15][c:16]([O:19][C:20]([F:21])([F:22])[F:23])[cH:17][cH:18]2)[cH:10][c:11]1[CH3:12])[CH:25]([CH3:26])[CH3:27])([CH3:28])[CH3:29].[F-:30].[O:40]1[CH2:41][CH2:42][CH2:43][CH2:44]1>>[OH:5][CH2:6][c:7]1[s:8][c:9](-[c:13]2[cH:14][cH:15][c:16]([O:19][C:20]([F:21])([F:22])[F:23])[cH:17][cH:18]2)[cH:10][c:11]1[CH3:12]. Starting materials: N1CCOCC1 (morpholine), BrN1C(CCC1=O)=O (N-bromosuccinimide), COCSC1C(C(N1C(C(=O)OCC1=CC=C(C=C1)[N+](=O)[O-])=C(C)O)=O)NC(COC1=CC=CC=C1)=O (p-nitrobenzyl α-[4-methoxymethylthio-3-phenoxyacetamido-2-oxo-azetidin-1-yl]-α-(1-hydroxyethylidene)acetate), CS(=O)(=O)Cl (methanesulfonyl chloride). Run in O (water), O1CCCC1 (tetrahydrofuran), C(C)N(CC)CC (triethylamine), O1CCCC1 (tetrahydrofuran), O1CCCC1 (tetrahydrofuran), O1CCCC1 (tetrahydrofuran). Conditions: time 30 minute. Yields the product COCSC1C(C(N1C(C(=O)OCC1=CC=C(C=C1)[N+](=O)[O-])=C(CBr)N1CCOCC1)=O)NC(COC1=CC=CC=C1)=O (p-nitrobenzyl α-[4-methoxymethylthio-3-phenoxyacetamido-2-oxo-azetidin-1-yl]-α-(1-morpholino-2-bromoethylidene)acetate), COCSC1C(C(N1C(C(=O)OCC1=CC=C(C=C1)[N+](=O)[O-])=C(C)N1CCOCC1)=O)NC(COC1=CC=CC=C1)=O (p-nitrobenzyl α-[4-methoxymethylthio-3-phenoxyacetamido-2-oxo-azetidin-1-yl]-α-(1-morpholinoethylidene)acetate). Yield: 14.0%. RXN SMILES: [CH3:1][O:2][CH2:3][S:4][CH:5]1[N:8]([C:9](=[C:23](O)[CH3:24])[C:10]([O:12][CH2:13][C:14]2[CH:19]=[CH:18][C:17]([N+:20]([O-:22])=[O:21])=[CH:16][CH:15]=2)=[O:11])[C:7](=[O:26])[CH:6]1[NH:27][C:28](=[O:37])[CH2:29][O:30][C:31]1[CH:36]=[CH:35][CH:34]=[CH:33][CH:32]=1.CS(Cl)(=O)=O.[NH:43]1[CH2:48][CH2:47][O:46][CH2:45][CH2:44]1.[Br:49]N1C(=O)CCC1=O>O1CCCC1.O.C(N(CC)CC)C>[CH3:1][O:2][CH2:3][S:4][CH:5]1[N:8]([C:9](=[C:23]([N:43]2[CH2:48][CH2:47][O:46][CH2:45][CH2:44]2)[CH2:24][Br:49])[C:10]([O:12][CH2:13][C:14]2[CH:19]=[CH:18][C:17]([N+:20]([O-:22])=[O:21])=[CH:16][CH:15]=2)=[O:11])[C:7](=[O:26])[CH:6]1[NH:27][C:28](=[O:37])[CH2:29][O:30][C:31]1[CH:36]=[CH:35][CH:34]=[CH:33][CH:32]=1.[CH3:1][O:2][CH2:3][S:4][CH:5]1[N:8]([C:9](=[C:23]([N:43]2[CH2:48][CH2:47][O:46][CH2:45][CH2:44]2)[CH3:24])[C:10]([O:12][CH2:13][C:14]2[CH:15]=[CH:16][C:17]([N+:20]([O-:22])=[O:21])=[CH:18][CH:19]=2)=[O:11])[C:7](=[O:26])[CH:6]1[NH:27][C:28](=[O:37])[CH2:29][O:30][C:31]1[CH:36]=[CH:35][CH:34]=[CH:33][CH:32]=1. Procedure details: One dissolves p-nitrobenzyl α-[4-methoxymethylthio-3-phenoxyacetamido-2-oxo-azetidin-1-yl]-α-(1-hydroxyethylidene)acetate (1.06 g) in tetrahydrofuran (10 ml), cools to -40° C. under nitrogen atmosphere, adds triethylamine (489 mg) dissolved in tetrahydrofuran (1 ml) and methanesulfonyl chloride (252 mg) dissolved in tetrahydrofuran (1 ml), and stirs for 30 minutes at -40° C. and for 45 minutes at 0° C. To this solution, one adds morpholine (209 mg) dissolved in tetrahydrofuran (1 ml), keeps at 0... Starting materials: C(C)(=O)N1CCC2(C(C(CO2)O)C)CC1 (8-acetyl-3-hydroxy-4-methyl-1-oxa-8-azaspiro[4,5]decane), [H-].[Al+3].[Li+].[H-].[H-].[H-] (lithium aluminum hydride), O (Water), [OH-].[Na+] (caustic soda). The solvent is O1CCCC1 (tetrahydrofuran), O1CCCC1 (tetrahydrofuran). Product: N (ammonia), C(C)(=O)N1CCC2(C(C(CO2)O)C)CC1 (8-acetyl-3-hydroxy-4-methyl-1-oxa-8-azaspiro[4,5]decane). RXN SMILES: [C:1]([N:4]1[CH2:15][CH2:14][C:7]2([O:11][CH2:10][CH:9]([OH:12])[CH:8]2[CH3:13])[CH2:6][CH2:5]1)(=[O:3])[CH3:2].[H-].[Al+3].[Li+].[H-].[H-].[H-].O.[OH-].[Na+]>O1CCCC1>[NH3:4].[C:1]([N:4]1[CH2:5][CH2:6][C:7]2([O:11][CH2:10][CH:9]([OH:12])[CH:8]2[CH3:13])[CH2:14][CH2:15]1)(=[O:3])[CH3:2] |f:1.2.3.4.5.6,8.9|. Procedure: A solution of 0.83 g 8-acetyl-3-hydroxy-4-methyl-1-oxa-8-azaspiro[4,5]decane (B) in 20 ml anhydrous tetrahydrofuran was added dropwise to a mixture of 1.01 g lithium aluminum hydride and 25 ml tetrahydrofuran, and the resulting mixture was heated under reflux for three hours and then cooled in ice. Water (1.1 ml) and 10% caustic soda solution (1.1 ml) were slowly added in that order, the reaction mixture was filtered through Celite, and the insoluble matters were thoroughly washed with tetrahydr...